Dataset: the Open Reaction Database (ORD), a public repository of structured organic reaction records. Task: describe an organic reaction: reactants, conditions, products, and yield Starting materials: O=[N+]([O-])C1CN(Cc2ccccc2)CC1c1ccc(F)cc1, C1CCOC1, CCOCC, [Cl-], [Cl-], [Cl-], [Cl-], [Ti+4], [Zn]. The product is NC1CN(Cc2ccccc2)CC1c1ccc(F)cc1. RXN SMILES: [CH2:1]([c:2]1[cH:3][cH:4][cH:5][cH:6][cH:7]1)[N:8]1[CH2:9][CH:10]([c:16]2[cH:17][cH:18][c:19]([F:22])[cH:20][cH:21]2)[CH:11]([N+:13]([O-:14])=[O:15])[CH2:12]1.[CH2:23]1[O:24][CH2:25][CH2:26][CH2:27]1.[CH3:28][CH2:29][O:30][CH2:31][CH3:32].[Cl-:33].[Cl-:35].[Cl-:36].[Cl-:37].[Ti+4:34].[Zn:38]>>[CH2:1]([c:2]1[cH:3][cH:4][cH:5][cH:6][cH:7]1)[N:8]1[CH2:9][CH:10]([c:16]2[cH:17][cH:18][c:19]([F:22])[cH:20][cH:21]2)[CH:11]([NH2:13])[CH2:12]1. The reactants are ClC=1C=C(C=CC1Cl)[C@@H](CCSC)NC(OC(C)(C)C)=O ((R)-tert-butyl 1-(3,4-dichlorophenyl)-3-(methylthio)propylcarbamate), C1=CC(=CC(=C1)Cl)C(=O)OO (MCPBA), [OH-].[Na+] (NaOH). Solvent: C(Cl)Cl (DCM). Conditions: time 24 hour. The product is ClC=1C=C(C=CC1Cl)[C@@H](CCS(=O)(=O)C)NC(OC(C)(C)C)=O ((R)-tert-butyl 1-(3,4-dichlorophenyl)-3-(methylsulfonyl)propylcarbamate). Isolated yield 84.0%. RXN SMILES: [Cl:1][C:2]1[CH:3]=[C:4]([C@H:9]([NH:14][C:15](=[O:21])[O:16][C:17]([CH3:20])([CH3:19])[CH3:18])[CH2:10][CH2:11][S:12][CH3:13])[CH:5]=[CH:6][C:7]=1[Cl:8].C1C=C(Cl)C=C(C(OO)=[O:30])C=1.[OH-:33].[Na+]>C(Cl)Cl>[Cl:1][C:2]1[CH:3]=[C:4]([C@H:9]([NH:14][C:15](=[O:21])[O:16][C:17]([CH3:18])([CH3:20])[CH3:19])[CH2:10][CH2:11][S:12]([CH3:13])(=[O:30])=[O:33])[CH:5]=[CH:6][C:7]=1[Cl:8] |f:2.3|. Reported procedure: To a stirred solution of 372 (660 mg, 1.88 mmol) in DCM (20 mL) at 0° C. was added MCPBA (1393 mg, 5.65 mmol) and stirring was continued at RT for 24 h. A dilute solution of NaOH was added and the mixture was twice extracted with DCM, washed with brine, dried (MgSO4), and concentrated in vacuo. The crude product was purified by SiO2 chromatography eluting with 10% EtOAc/hexane to afford 609 mg (84%) of (R)-tert-butyl 1-(3,4-dichlorophenyl)-3-(methylsulfonyl)propylcarbamate (374) as a white solid...